Dataset: the Open Reaction Database (ORD), a public repository of structured organic reaction records. Task: describe an organic reaction: reactants, conditions, products, and yield Starting materials: Cc1c(Br)ccc2c1N(S(=O)(=O)c1ccc(C(C)(C)C)cc1)Cc1ccc(C(F)(F)F)nc1N2, CS(=O)[O-], CNCCNC, CS(C)=O, CCOC(C)=O, [Cu+2], [Na+], O=S(=O)([O-])C(F)(F)F, O=S(=O)([O-])C(F)(F)F, c1ccccc1. Product: Cc1c(S(C)(=O)=O)ccc2c1N(S(=O)(=O)c1ccc(C(C)(C)C)cc1)Cc1ccc(C(F)(F)F)nc1N2. RXN SMILES: [Br:1][c:2]1[cH:3][cH:4][c:5]2[c:6]([c:33]1[CH3:34])[N:7]([S:20](=[O:21])(=[O:22])[c:23]1[cH:24][cH:25][c:26]([C:29]([CH3:30])([CH3:31])[CH3:32])[cH:27][cH:28]1)[CH2:8][c:9]1[c:10]([n:12][c:13]([C:16]([F:17])([F:18])[F:19])[cH:14][cH:15]1)[NH:11]2.[CH3:35][S:36](=[O:37])[O-:38].[CH3:40][NH:41][CH2:42][CH2:43][NH:44][CH3:45].[CH3:46][S:47]([CH3:48])=[O:49].[CH3:50][CH2:51][O:52][C:53]([CH3:54])=[O:55].[Cu+2:70].[Na+:39].[S:62]([O-:63])([C:64]([F:65])([F:66])[F:67])(=[O:68])=[O:69].[S:71]([O-:72])([C:73]([F:74])([F:75])[F:76])(=[O:77])=[O:78].[cH:56]1[cH:57][cH:58][cH:59][cH:60][cH:61]1>>[c:2]1([S:36]([CH3:35])(=[O:37])=[O:38])[cH:3][cH:4][c:5]2[c:6]([c:33]1[CH3:34])[N:7]([S:20](=[O:21])(=[O:22])[c:23]1[cH:24][cH:25][c:26]([C:29]([CH3:30])([CH3:31])[CH3:32])[cH:27][cH:28]1)[CH2:8][c:9]1[c:10]([n:12][c:13]([C:16]([F:17])([F:18])[F:19])[cH:14][cH:15]1)[NH:11]2.